Dataset: the Open Reaction Database (ORD), a public repository of structured organic reaction records. Task: describe an organic reaction: reactants, conditions, products, and yield The reactants are C(C1=CC=CC=C1)NC1=NNC2=NC=NC(=C21)NC2=CC(=CC=C2)Cl (3-benzylamino-4-(3-chlorophenylamino)-1H-pyrazolo[3,4-d]pyrimidine). Solvent: C1=CC=CC=C1 (benzene). Run at temperature 80 celsius. Yields the product NC1=NNC2=NC=NC(=C21)NC2=CC(=CC=C2)Cl (3-amino-4-(3-chloro-phenylamino)-1H-pyrazolo[3,4-d]pyrimidine). Reaction SMILES: C([NH:8][C:9]1[C:17]2[C:12](=[N:13][CH:14]=[N:15][C:16]=2[NH:18][C:19]2[CH:24]=[CH:23][CH:22]=[C:21]([Cl:25])[CH:20]=2)[NH:11][N:10]=1)C1C=CC=CC=1>C1C=CC=CC=1>[NH2:8][C:9]1[C:17]2[C:12](=[N:13][CH:14]=[N:15][C:16]=2[NH:18][C:19]2[CH:24]=[CH:23][CH:22]=[C:21]([Cl:25])[CH:20]=2)[NH:11][N:10]=1. Procedure details: Starting with a suspension of 75.8 g (216 mmol) of 3-benzylamino-4-(3-chlorophenylamino)-1H-pyrazolo[3,4-d]pyrimidine in 1.5 liters of benzene, some of the solvent is distilled off for the purpose of removing residual water. Then, with the exclusion of moisture, the suspension is added to 84 g of aluminium chloride (Fluka, Buchs/Switzerland) in 500 ml of benzene and heated at 80° C. for 2.5 hours. The reaction mixture is cooled to RT, the supernatant benzene phase is poured into 2 kg of ice-wate... Starting materials: [Na] (sodium), CC[C@H]([C@@H]1[C@H](C[C@@](O1)(CC)[C@H]2CC[C@@]([C@@H](O2)C)(CC)O)C)C(=O)[C@@H](C)[C@H]([C@H](C)CCC3=C(C(=C(C=C3)C)O)C(=O)O)O (X-537A), BrBr (bromine). Run in C(=S)=S (carbon disulfide). Yields the product BrC1=CC(=C(C(C(=O)O)=C1CCC(C(C(C(C(C1OC(CC1C)(C1OC(C(CC1)(O)CC)C)CC)CC)=O)C)O)C)O)C (5-bromo-3-methyl-6{-7-ethyl-4-hydroxy-3,5-dimethyl-6-oxo-7-[5-ethyl-3-methyl-5-(5-ethyl-5-hydroxy-6-methyl-2-tetrahydro-pyranyl)-2-tetrahydrofuryl]heptyl} salicylic acid), [Na] (sodium). As a reaction SMILES: [Na:1].[CH3:2][CH2:3][C@@H:4]([C:23]([C@H:25]([C@@H:27]([OH:43])[C@@H:28]([CH2:30][CH2:31][C:32]1[CH:37]=[CH:36][C:35]([CH3:38])=[C:34]([OH:39])[C:33]=1[C:40]([OH:42])=[O:41])[CH3:29])[CH3:26])=[O:24])[C@H:5]1[O:9][C@@:8]([C@@H:12]2[O:17][C@@H:16]([CH3:18])[C@@:15]([OH:21])([CH2:19][CH3:20])[CH2:14][CH2:13]2)([CH2:10][CH3:11])[CH2:7][C@@H:6]1[CH3:22].[Br:44]Br>C(=S)=S>[Br:44][C:37]1[C:32]([CH2:31][CH2:30][CH:28]([CH3:29])[CH:27]([OH:43])[CH:25]([CH3:26])[C:23](=[O:24])[CH:4]([CH2:3][CH3:2])[CH:5]2[CH:6]([CH3:22])[CH2:7][C:8]([CH2:10][CH3:11])([CH:12]3[CH2:13][CH2:14][C:15]([CH2:19][CH3:20])([OH:21])[CH:16]([CH3:18])[O:17]3)[O:9]2)=[C:33]([C:40]([OH:42])=[O:41])[C:34]([OH:39])=[C:35]([CH3:38])[CH:36]=1.[Na:1] |^1:0,91|. Procedure: To a solution of 1.53 g of the sodium salt of antibiotic X-537A in 30 ml carbon disulfide was added dropwise a solution of 0.14 ml bromine 10 ml carbon disulfide at -5° over 10 minutes. The solvent was removed under a stream of nitrogen at room temperature (approximately 2 hours). The residue was purified by dissolving it in ethyl acetate and the solution washed successively with aqueous sodium bisulfite and sodium carbonate. After drying (Na2SO4), the solution was evaporated under reduced press... Reactants: C(CC(=O)OCC)(=O)OCC (diethyl malonate), [Mg] (magnesium), C(Cl)(Cl)(Cl)Cl (carbon tetra- chloride), COC=1C=C(C(=O)Cl)C=C(C1OC)[N+](=O)[O-] (3,4-dimethoxy-5-nitrobenzoyl chloride). Solvent: C(C)O (ethanol), C1(=CC=CC=C1)C (toluene), C(C)O (ethanol), C1(=CC=CC=C1)C (toluene), O1CCCC1 (tetrahydrofuran). The product is COC=1C=C(C(=O)C(C(=O)OCC)C(=O)OCC)C=C(C1OC)[N+](=O)[O-] (diethyl 3,4-dimethoxy-5-nitrobenzoylmalonate). Reaction SMILES: [Mg].C(Cl)(Cl)(Cl)Cl.[C:7]([O:15][CH2:16][CH3:17])(=[O:14])[CH2:8][C:9]([O:11][CH2:12][CH3:13])=[O:10].[CH3:18][O:19][C:20]1[CH:21]=[C:22]([CH:26]=[C:27]([N+:31]([O-:33])=[O:32])[C:28]=1[O:29][CH3:30])[C:23](Cl)=[O:24]>C(O)C.C1(C)C=CC=CC=1.O1CCCC1>[CH3:18][O:19][C:20]1[CH:21]=[C:22]([CH:26]=[C:27]([N+:31]([O-:33])=[O:32])[C:28]=1[O:29][CH3:30])[C:23]([CH:8]([C:9]([O:11][CH2:12][CH3:13])=[O:10])[C:7]([O:15][CH2:16][CH3:17])=[O:14])=[O:24]. Procedure: 4.9 g of magnesium are suspended in 15 ml of absolute ethanol and, after adding 1 ml of carbon tetra- chloride, warmed until the reaction starts. A solution of 31.8 g of diethyl malonate in 19.9 ml of absolute ethanol and 80 ml of absolute toluene is then added dropwise while stirring so that the temperature lies between 50° and 60°. The reaction mixture is subsequently stirred at this temperature for an additional 1 hour, whereupon it is cooled to -5° and a solution of 49.3 g of 3,4-dimethoxy-5... The reactants are ClC=1C=C(N)C=C(C1)Cl (3,5-dichloroaniline), C(C)C(C(=O)[O-])=O (ethylglyoxalate), CC1=C(C=C)C=CC=C1 (2-methylstyrene), FC(C(=O)O)(F)F (trifluoroacetic acid), C(C)#N (acetonitrile). The product is C(C)OC(=O)C1NC2=CC=C(C=C2C(C1)C1=C(C=CC=C1)C)Cl (6-chloro-4-o-tolyl-1,2,3,4-tetrahydroquinoline-2-carboxylic Acid Ethyl Ester). RXN SMILES: [Cl:1][C:2]1[CH:3]=C(C=[C:7](Cl)[CH:8]=1)N.[CH2:10]([C:12](=O)[C:13]([O-:15])=[O:14])[CH3:11].C[C:18]1[CH:25]=[CH:24][CH:23]=[CH:22][C:19]=1[CH:20]=C.F[C:27](F)(F)[C:28](O)=O.[C:33](#[N:35])[CH3:34]>>[CH2:27]([O:15][C:13]([CH:12]1[CH2:10][CH:11]([C:22]2[CH:23]=[CH:24][CH:25]=[CH:18][C:19]=2[CH3:20])[C:7]2[C:33](=[CH:34][CH:3]=[C:2]([Cl:1])[CH:8]=2)[NH:35]1)=[O:14])[CH3:28]. Procedure: Compound 48 was prepared by the basic process from 5.0 mmol 3,5-dichloroaniline, 5.5 mmol ethylglyoxalate solution (50% toluene), 15.0 mmol 2-methylstyrene and 5.0 mmol trifluoroacetic acid in 30.0 ml acetonitrile. Reactants: COC1=C(C(=CC=C1)OC)C1CC(C(N1CC1=CC=C(C=C1)OC(F)(F)F)=O)O (rac-(3R*,5S*)-5-(2,6-dimethoxyphenyl)-3-hydroxy-1-(4-(trifluoromethoxy)benzyl)-pyrrolidin-2-one), CCN(CC)S(F)(F)F (DAST), C(=O)(O)[O-].[Na+] (NaHCO3). The solvent is C(Cl)Cl (DCM), C(Cl)Cl (DCM). Conditions: temperature 0 celsius, time 30 minute. Product: COC1=C(C(=CC=C1)OC)C1CC(C(N1CC1=CC=C(C=C1)OC(F)(F)F)=O)F (rac-(3S*,5S*)-5-(2,6-dimethoxyphenyl)-3-fluoro-1-(4-(trifluoromethoxy)benzyl)pyrrolidin-2-one). Reaction SMILES: CCN(S(F)(F)[F:7])CC.[CH3:10][O:11][C:12]1[CH:17]=[CH:16][CH:15]=[C:14]([O:18][CH3:19])[C:13]=1[CH:20]1[N:24]([CH2:25][C:26]2[CH:31]=[CH:30][C:29]([O:32][C:33]([F:36])([F:35])[F:34])=[CH:28][CH:27]=2)[C:23](=[O:37])[CH:22](O)[CH2:21]1.C([O-])(O)=O.[Na+]>C(Cl)Cl>[CH3:19][O:18][C:14]1[CH:15]=[CH:16][CH:17]=[C:12]([O:11][CH3:10])[C:13]=1[CH:20]1[N:24]([CH2:25][C:26]2[CH:27]=[CH:28][C:29]([O:32][C:33]([F:35])([F:36])[F:34])=[CH:30][CH:31]=2)[C:23](=[O:37])[CH:22]([F:7])[CH2:21]1 |f:2.3|. Procedure: A cooled (−78° C.) mixture of DAST (117 mg; 0.72 mmol) in anh. DCM (0.5 ml) was treated dropwise with a solution of rac-(3R*,5S*)-5-(2,6-dimethoxyphenyl)-3-hydroxy-1-(4-(trifluoromethoxy)benzyl)-pyrrolidin-2-one (100 mg; 0.24 mmol) in anh. DCM (0.5 ml). The resulting mixture was further stirred at −78° C., under nitrogen, for 1 h, at 0° C. for 30 min., and finally at rt for 1 h. Aq. sat. NaHCO3 was added, and the resulting mixture was extracted with DCM. The mixed organic layers were dried over ...